Dataset: the Open Reaction Database (ORD), a public repository of structured organic reaction records. Task: describe an organic reaction: reactants, conditions, products, and yield The reactants are IC1=NNC2=CN=C(C=C21)C=2C=NC=CC2 (3-iodo-5-(pyridin-3-yl)-1H-pyrazolo[3,4-c]pyridine), C(CCC)[Sn](C1=NC=CC=C1)(CCCCC)CCCCC (2-(butyldipentylstannyl)pyridine), Pd(PPh)3, [Li+].[Cl-] (LiCl). Reagents/catalysts: [Cu]I (CuI). Solvent: O1CCOCC1 (1,4-dioxane). Reaction conditions: temperature 140 celsius. The product is N1=C(C=CC=C1)C1=NNC2=CN=C(C=C21)C=2C=NC=CC2 (3-(pyridin-2-yl)-5-(pyridin-3-yl)-1H-pyrazolo[3,4-c]pyridine). Isolated yield 10.9%. RXN SMILES: I[C:2]1[C:10]2[C:5](=[CH:6][N:7]=[C:8]([C:11]3[CH:12]=[N:13][CH:14]=[CH:15][CH:16]=3)[CH:9]=2)[NH:4][N:3]=1.C([Sn](CCCCC)(CCCCC)[C:22]1[CH:27]=[CH:26][CH:25]=[CH:24][N:23]=1)CCC.[Li+].[Cl-]>[Cu]I.O1CCOCC1>[N:23]1[CH:24]=[CH:25][CH:26]=[CH:27][C:22]=1[C:2]1[C:10]2[C:5](=[CH:6][N:7]=[C:8]([C:11]3[CH:12]=[N:13][CH:14]=[CH:15][CH:16]=3)[CH:9]=2)[NH:4][N:3]=1 |f:2.3|. Procedure details: To a microwave tube was added 3-iodo-5-(pyridin-3-yl)-1H-pyrazolo[3,4-c]pyridine from Example 4 (120 mg, 0.37 mmol), 2-(butyldipentylstannyl)pyridine (168 mg, 0.45 mmol), Pd(PPh)3 (12 mg, 0.015 mmol), LiCl (48 mg, 1.14 mmol), CuI (12 mg, 0.06 mmol) and 1,4-dioxane (0.3 mL). The tube was flushed with nitrogen for 2 minutes and heated in a Biotage microwave at 140° C. for 15 minutes. The solvent was distilled off and the crude product was purified via reverse phase combiflash eluting with 10% to 8... The reactants are C1(=CC=CC=C1)NCC(=O)O (N-phenyl glycine), C(=O)O (formic acid), C(C)(=O)OC(C)=O (acetic anhydride). Yields the product C(=O)N(CC(=O)O)C1=CC=CC=C1 (N-formyl-N-phenylglycine). Isolated yield 3503.5%. RXN SMILES: [C:1]1([NH:7][CH2:8][C:9]([OH:11])=[O:10])[CH:6]=[CH:5][CH:4]=[CH:3][CH:2]=1.[CH:12](O)=[O:13].C(OC(=O)C)(=O)C>>[CH:12]([N:7]([C:1]1[CH:6]=[CH:5][CH:4]=[CH:3][CH:2]=1)[CH2:8][C:9]([OH:11])=[O:10])=[O:13]. Reported procedure: 7.56 g (50 mmole) of N-phenyl glycine and 54.87 g (1.19 mmole) of formic acid were transferred into a reaction vessel and 16.23 g (159 mol) of acetic anhydride was added dropwise over about 10 minutes while cooling and stirring. The reaction mixture was stirred for one hour at 0° C. and for two hours at room temperature. The resulting reaction mixture was concentrated under vacuum to obtain crude crystals. The crystals were recrystallized from ethanol-isopropyl ether to obtain 7.47 g of the titl... Reactants: C(C)(C)N1CC2=CC=CC=C2CC1C(=O)O (N-isopropyl-1,2,3,4-tetrahydro-3-isoquinolinecarboxylic acid), [H-].[Al+3].[Li+].[H-].[H-].[H-] (lithium aluminum hydride), O (water), [OH-].[Na+] (sodium hydroxide), O (water). Product: C(C)(C)N1CC2=CC=CC=C2CC1CO (N-isopropyl-1,2,3,4-tetrahydroisoquinol-3-ylmethanol). Isolated yield 67.7%. Procedure details: A sospension of N-isopropyl-1,2,3,4-tetrahydro-3-isoquinolinecarboxylic acid (8.0 g, 36 mmol) in tetrahydrofuran (100 ml) was slowly added to a refluxing suspension of lithium aluminum hydride (2.1 g, 54 mmol) in tetrahydrofuran (100 ml). The mixture was refluxed for two hours, then cooled at room temperature and treated with a mixture of tetrahydrofuran (7 ml) and water (0.9 ml), with 20% sodium hydroxide (2.3 ml) and finally with water (9.2 ml). The white solid was filtered off and the solvent... Run in O1CCCC1 (tetrahydrofuran), O1CCCC1 (tetrahydrofuran), O1CCCC1 (tetrahydrofuran). As a reaction SMILES: [CH:1]([N:4]1[CH:13]([C:14](O)=[O:15])[CH2:12][C:11]2[C:6](=[CH:7][CH:8]=[CH:9][CH:10]=2)[CH2:5]1)([CH3:3])[CH3:2].[H-].[Al+3].[Li+].[H-].[H-].[H-].O.[OH-].[Na+]>O1CCCC1>[CH:1]([N:4]1[CH:13]([CH2:14][OH:15])[CH2:12][C:11]2[C:6](=[CH:7][CH:8]=[CH:9][CH:10]=2)[CH2:5]1)([CH3:3])[CH3:2] |f:1.2.3.4.5.6,8.9|. The reactants are NC1=NC(=NC2=CC(=C(C=C12)OC)OC)Cl (4-Amino-2-chloro-6,7-dimethoxyquinazoline), CC1NCCNC1 (2-methylpiperazine). The solvent is C(CCC)O (butanol). Product: O.NC1=NC(=NC2=CC(=C(C=C12)OC)OC)N1CC(NCC1)C.NC1=NC(=NC2=CC(=C(C=C12)OC)OC)N1CC(NCC1)C (4-amino-6,7-dimethoxy-2-(3-methylpiperazin-1-yl)quinazoline hemihydrate). Yield: 42.9%. As a reaction SMILES: [NH2:1][C:2]1[C:11]2[C:6](=[CH:7][C:8]([O:14][CH3:15])=[C:9]([O:12][CH3:13])[CH:10]=2)[N:5]=[C:4](Cl)[N:3]=1.[CH3:17][CH:18]1[CH2:23][NH:22][CH2:21][CH2:20][NH:19]1>C(O)CCC>[OH2:12].[NH2:1][C:2]1[C:11]2[C:6](=[CH:7][C:8]([O:14][CH3:15])=[C:9]([O:12][CH3:13])[CH:10]=2)[N:5]=[C:4]([N:22]2[CH2:21][CH2:20][NH:19][CH:18]([CH3:17])[CH2:23]2)[N:3]=1.[NH2:1][C:2]1[C:11]2[C:6](=[CH:7][C:8]([O:14][CH3:15])=[C:9]([O:12][CH3:13])[CH:10]=2)[N:5]=[C:4]([N:22]2[CH2:21][CH2:20][NH:19][CH:18]([CH3:17])[CH2:23]2)[N:3]=1 |f:3.4.5|. Procedure details: 4-Amino-2-chloro-6,7-dimethoxyquinazoline (8.05 g.) and 2-methylpiperazine (10 g.) were heated under reflux in butanol for 15 hours. The reaction was then evaporated in vacuo and the residual oil was taken up in chloroform (200 ml.), washed with water (4×50 ml.), dried (Na2SO4) and evaporated in vacuo. The residual oil (13 g.) was recrystallized from isopropanol to give 4-amino-6,7-dimethoxy-2-(3-methylpiperazin-1-yl)quinazoline hemihydrate (3.0 g.), m.p. 185°-187° C. Starting materials: C(C#CC)OC1=CC=C(C=C1)C[C@@H](C(=O)OC)NC(=O)[C@H]([C@](C(=O)OC(C)(C)C)(CCOC)O)\C=C\CCCCCCC(CCCCCCC)(F)F (tert-Butyl (E)-(2S,3S)-3-[(S)-2-(4-but-2-ynyloxy-phenyl)-1-methoxycarbonyl-ethylcarbamoyl]-12,12-difluoro-2-hydroxy-2-(2-methoxy-ethyl)-nonadec-4-enoate), FC(C(=O)O)(F)F (trifluoroacetic acid). Run in ClCCl (dichloromethane). Run at time 15 hour. The product is C(C#CC)OC1=CC=C(C=C1)C[C@@H](C(=O)OC)NC(=O)[C@H]([C@](C(=O)O)(CCOC)O)\C=C\CCCCCCC(CCCCCCC)(F)F ((E)-(2S,3S)-3-[(S)-2-(4-but-2-ynyloxy-phenyl)-1-methoxycarbonyl-ethylcarbamoyl]-12,12-difluoro-2-hydroxy-2-(2-methoxy-ethyl)-nonadec-4-enoic acid). Isolated yield 75.0%. Reaction SMILES: [CH2:1]([O:5][C:6]1[CH:11]=[CH:10][C:9]([CH2:12][C@H:13]([NH:18][C:19]([C@@H:21](/[CH:35]=[CH:36]/[CH2:37][CH2:38][CH2:39][CH2:40][CH2:41][CH2:42][C:43]([F:52])([F:51])[CH2:44][CH2:45][CH2:46][CH2:47][CH2:48][CH2:49][CH3:50])[C@@:22]([OH:34])([CH2:30][CH2:31][O:32][CH3:33])[C:23]([O:25]C(C)(C)C)=[O:24])=[O:20])[C:14]([O:16][CH3:17])=[O:15])=[CH:8][CH:7]=1)[C:2]#[C:3][CH3:4].FC(F)(F)C(O)=O>ClCCl>[CH2:1]([O:5][C:6]1[CH:7]=[CH:8][C:9]([CH2:12][C@H:13]([NH:18][C:19]([C@@H:21](/[CH:35]=[CH:36]/[CH2:37][CH2:38][CH2:39][CH2:40][CH2:41][CH2:42][C:43]([F:51])([F:52])[CH2:44][CH2:45][CH2:46][CH2:47][CH2:48][CH2:49][CH3:50])[C@@:22]([OH:34])([CH2:30][CH2:31][O:32][CH3:33])[C:23]([OH:25])=[O:24])=[O:20])[C:14]([O:16][CH3:17])=[O:15])=[CH:10][CH:11]=1)[C:2]#[C:3][CH3:4]. Procedure: tert-Butyl (E)-(2S,3S)-3-[(S)-2-(4-but-2-ynyloxy-phenyl)-1-methoxycarbonyl-ethylcarbamoyl]-12,12-difluoro-2-hydroxy-2-(2-methoxy-ethyl)-nonadec-4-enoate (No. 6804236; 28.9 mg, 0.0393 mmol) was dissolved in dichloromethane (3.0 mL), and trifluoroacetic acid (1.0 mL) was added. The mixture was stirred at room temperature for 15 hours. The solvent was distilled off under reduced pressure. To the residue was added dichloromethane, and the solvent was again distilled off under reduced pressure. This ...